This data is from the Open Reaction Database (ORD), a public repository of structured organic reaction records. The task is: describe an organic reaction: reactants, conditions, products, and yield Reactants: CCCCCC, CC(C)OC(C)C, ClC(Cl)Cl, O=S(=O)(Cl)c1ccc(Nc2ccnc3cc(Cl)ccc23)cc1, Cl, NC1CCN(C2CCCCC2)CC1, [Na+], [Na+], O=C([O-])[O-], O. Yields the product O=S(=O)(NC1CCN(C2CCCCC2)CC1)c1ccc(Nc2ccnc3cc(Cl)ccc23)cc1. As a reaction SMILES: [CH3:55][CH2:56][CH2:57][CH2:58][CH2:59][CH3:60].[CH:43]([O:44][CH:45]([CH3:46])[CH3:47])([CH3:48])[CH3:49].[CH:51]([Cl:52])([Cl:53])[Cl:54].[Cl:2][c:3]1[cH:4][cH:5][c:6]2[c:7]([NH:13][c:14]3[cH:15][cH:16][c:17]([S:20](=[O:21])(=[O:22])[Cl:23])[cH:18][cH:19]3)[cH:8][cH:9][n:10][c:11]2[cH:12]1.[ClH:1].[NH2:24][CH:25]1[CH2:26][CH2:27][N:28]([CH:31]2[CH2:32][CH2:33][CH2:34][CH2:35][CH2:36]2)[CH2:29][CH2:30]1.[Na+:37].[Na+:38].[O-:39][C:40](=[O:41])[O-:42].[OH2:50]>>[Cl:2][c:3]1[cH:4][cH:5][c:6]2[c:7]([NH:13][c:14]3[cH:15][cH:16][c:17]([S:20](=[O:21])(=[O:22])[NH:24][CH:25]4[CH2:26][CH2:27][N:28]([CH:31]5[CH2:32][CH2:33][CH2:34][CH2:35][CH2:36]5)[CH2:29][CH2:30]4)[cH:18][cH:19]3)[cH:8][cH:9][n:10][c:11]2[cH:12]1. Starting materials: BrB(Br)Br, COc1ccc(C(=C2CC(C)(C)CC(C)(C)C2)c2ccc(NC(C)=O)cc2)cc1, ClCCl. Yields the product CC(=O)Nc1ccc(C(=C2CC(C)(C)CC(C)(C)C2)c2ccc(O)cc2)cc1. Reaction SMILES: [B:30]([Br:31])([Br:32])[Br:33].[CH3:1][O:2][c:3]1[cH:4][cH:5][c:6]([C:9]([c:10]2[cH:11][cH:12][c:13]([NH:16][C:17]([CH3:18])=[O:19])[cH:14][cH:15]2)=[C:20]2[CH2:21][C:22]([CH3:28])([CH3:29])[CH2:23][C:24]([CH3:26])([CH3:27])[CH2:25]2)[cH:7][cH:8]1.[Cl:34][CH2:35][Cl:36]>>[OH:2][c:3]1[cH:4][cH:5][c:6]([C:9]([c:10]2[cH:11][cH:12][c:13]([NH:16][C:17]([CH3:18])=[O:19])[cH:14][cH:15]2)=[C:20]2[CH2:21][C:22]([CH3:28])([CH3:29])[CH2:23][C:24]([CH3:26])([CH3:27])[CH2:25]2)[cH:7][cH:8]1. The reactants are C(C)OC(=O)CSC1=C(C(CCC1)=O)CC(=O)[O-] (α-(2-ethoxycarbonylmethylthio-6-oxocyclohex-1-enyl)acetate), C(C)(=O)OC(C)=O (acetic anhydride), S(O)(O)(=O)=O (sulfuric acid), CCOCC (ether). Solvent: C(C)(=O)O (acetic acid), C(C)(=O)O (acetic acid), O (water). The product is C(C)(=O)OC1=CC=CC(=C1CC(=O)OCC)SCC(=O)OCC (ethyl 6-acetoxy-2-(ethoxycarbonylmethylthio)-phenylacetate). Reaction SMILES: [CH2:1]([O:3][C:4]([CH2:6][S:7][C:8]1[CH2:13][CH2:12][CH2:11][C:10](=[O:14])[C:9]=1[CH2:15][C:16]([O-:18])=[O:17])=[O:5])[CH3:2].[C:19](OC(=O)C)(=[O:21])[CH3:20].S(=O)(=O)(O)O.[CH3:31][CH2:32]OCC>C(O)(=O)C.O>[C:19]([O:14][C:10]1[C:9]([CH2:15][C:16]([O:18][CH2:31][CH3:32])=[O:17])=[C:8]([S:7][CH2:6][C:4]([O:3][CH2:1][CH3:2])=[O:5])[CH:13]=[CH:12][CH:11]=1)(=[O:21])[CH3:20]. Procedure details: To a solution of α-(2-ethoxycarbonylmethylthio-6-oxocyclohex-1-enyl)acetate (156 g) in acetic acid (500 mL) is added acetic anhydride (750 mL). The solution is heated to 100° and a solution of sulfuric acid (53 g) in acetic acid (250 mL) is added dropwise. After addition is completed, the solution is heated until gas evolution ceases and the solvent is then removed in high vacuo to yield an oil which is mixed with ether and water. The layers are separated and the organic layer is washed with wat... Reactants: CCN1C[C@@]2([C@@H](C[C@@H]([C@@]34[C@@H]2[C@H]([C@@H](C31)[C@@]5([C@@H]6[C@H]4C[C@@]([C@@H]6O)([C@H]([C@@H]5O)OC)O)O)OC)OC)O)COC (Aconine), C([O-])(O)=O.[Na+] (sodium bicarbonate), C(C1=CC=C(C=C1)OC)(=O)Cl (p-anisoyl chloride), ice water. The solvent is N1=CC=CC=C1 (pyridine), C(Cl)Cl (methylene chloride). Reaction conditions: time 2 hour. The product is CCN1C[C@@]2([C@@H](C[C@@H]([C@@]34C2[C@H](C(C31)[C@]5([C@H]([C@@H]([C@]6(CC4C5[C@H]6OC(=O)C7=CC=C(C=C7)OC)O)OC)O)O)OC)OC)O)COC (14-anisoylaconine). RXN SMILES: [CH3:1][CH2:2][N:3]1[CH:13]2[C@:9]34[C@@H:16]5[CH2:17][C@:18]6([OH:26])[C@@H:21]([O:24][CH3:25])[C@H:22]([OH:23])[C@@:14]([OH:27])([C@H:15]5[C@H:19]6[OH:20])[C@H:12]2[C@H:11]([O:28][CH3:29])[C@@H:10]3[C@@:5]([CH2:33][O:34][CH3:35])([C@H:6]([OH:32])[CH2:7][C@@H:8]4[O:30][CH3:31])[CH2:4]1.[C:36](Cl)(=[O:45])[C:37]1[CH:42]=[CH:41][C:40]([O:43][CH3:44])=[CH:39][CH:38]=1.C(=O)(O)[O-].[Na+]>N1C=CC=CC=1.C(Cl)Cl>[CH3:1][CH2:2][N:3]1[CH:13]2[C@:9]34[CH:16]5[CH:15]6[C@@H:19]([O:20][C:36]([C:37]7[CH:42]=[CH:41][C:40]([O:43][CH3:44])=[CH:39][CH:38]=7)=[O:45])[C@:18]([OH:26])([CH2:17]5)[C@@H:21]([O:24][CH3:25])[C@H:22]([OH:23])[C@:14]6([OH:27])[CH:12]2[C@H:11]([O:28][CH3:29])[CH:10]3[C@@:5]([CH2:33][O:34][CH3:35])([C@H:6]([OH:32])[CH2:7][C@@H:8]4[O:30][CH3:31])[CH2:4]1 |f:2.3|. Procedure: 1 32 mg of Aconine was obtained in the same manner as in Example 94-2), except for the use of 70 mg of aconitine as a substitute for 3,13-dideoxy-14-O-anisoylaconine in Example 94-2). Aconine 45 mg was dissolved in a mixture of 5 ml of pyridine and 1 ml of methylene chloride. To this solution, 18 μl of p-anisoyl chloride was added under the condition of -70° C. The reaction mixture was stirred under the rising temperature from -70° C. to -5° C., which was took 2 hours. Then, to the reaction mixt... Reactants: N1(C=NC=C1)C1=CC=C(C=C1)O (4-(Imidazol-1-yl)phenol), BrCCBr (1,2-dibromoethane), [OH-].[Na+] (sodium hydroxide). Solvent: C(C)O (ethanol). Yields the product BrCCOC1=CC=C(C=C1)N1C=NC=C1 (1-bromo-2-[4-(imidazol-1-yl)phenoxy]ethane). The yield is 42.8%. Reaction SMILES: [N:1]1([C:6]2[CH:11]=[CH:10][C:9]([OH:12])=[CH:8][CH:7]=2)[CH:5]=[CH:4][N:3]=[CH:2]1.[Br:13][CH2:14][CH2:15]Br.[OH-].[Na+]>C(O)C>[Br:13][CH2:14][CH2:15][O:12][C:9]1[CH:10]=[CH:11][C:6]([N:1]2[CH:5]=[CH:4][N:3]=[CH:2]2)=[CH:7][CH:8]=1 |f:2.3|. Procedure: 4-(Imidazol-1-yl)phenol (5 g, 31.3 mmol), 1,2-dibromoethane (8.09 g, 93.9 mmol) and sodium hydroxide (1.25 g, 31.3 mmol) were refluxed in ethanol for 24 h. Thereafter, the solvent was evaporated and the residue was diluted with a saturated aqueous solution of sodium bicarbonate, followed by extraction with ethyl acetate. The extracted organic layer was washed twice with a saturated aqueous solution of sodium chloride and dried with magnesium sulfate, followed by evaporation of the solvent. The r... Reactants: N1C=CC2=CC=CN=C12 (7-azaindole), ClC1=CC=C(COC2=C(C=C(C=O)C=C2)OC)C=C1 (4-(4-chlorobenzyloxy)-3-methoxybenzaldehyde), CO (methanol), [OH-].[K+] (potassium hydroxide). The solvent is C(C)(=O)OCC (ethyl acetate), O (water). Reaction conditions: time 18 day. The product is ClC1=CC=C(COC2=C(C=C(C=C2)C(C2=CNC3=NC=CC=C32)OC)OC)C=C1 (3-((4-(4-chlorobenzyloxy)-3-methoxyphenyl)(methoxy)methyl)-1H-pyrrolo[2,3-b]pyridine). The yield is 74.0%. As a reaction SMILES: [NH:1]1[C:9]2[C:4](=[CH:5][CH:6]=[CH:7][N:8]=2)[CH:3]=[CH:2]1.[Cl:10][C:11]1[CH:28]=[CH:27][C:14]([CH2:15][O:16][C:17]2[CH:24]=[CH:23][C:20]([CH:21]=[O:22])=[CH:19][C:18]=2[O:25][CH3:26])=[CH:13][CH:12]=1.[CH3:29]O.[OH-].[K+]>C(OCC)(=O)C.O>[Cl:10][C:11]1[CH:28]=[CH:27][C:14]([CH2:15][O:16][C:17]2[CH:24]=[CH:23][C:20]([CH:21]([O:22][CH3:29])[C:3]3[C:4]4[C:9](=[N:8][CH:7]=[CH:6][CH:5]=4)[NH:1][CH:2]=3)=[CH:19][C:18]=2[O:25][CH3:26])=[CH:13][CH:12]=1 |f:3.4|. Procedure details: To 1H-Pyrrolo[2,3-b]pyridine (94, 0.235 g, 1.99 mmol) and 4-(4-chlorobenzyloxy)-3-methoxybenzaldehyde (106, 0.500 g, 1.81 mmol) was added 5 mL of methanol followed by the addition of solid potassium hydroxide (0.203 g, 3.61 mmol). The reaction was allowed to stir at ambient temperature for 18 days. The reaction mixture was poured into water and extracted with ethyl acetate. The organic layer was separated and volatiles removed to give a solid which was suspended in hot ethyl acetate. The suspens... RXN SMILES: [CH2:1]([c:2]1[cH:3][cH:4][cH:5][cH:6][cH:7]1)[O:8][c:9]1[cH:10][cH:11][c:12](-[n:15]2[c:16](=[O:30])[n:17]([CH2:28][CH3:29])[c:18]3[c:19]2[n:20][cH:21][c:22]([O:24][CH:25]([F:26])[F:27])[cH:23]3)[cH:13][cH:14]1.[CH3:31][OH:32]>>[OH:8][c:9]1[cH:10][cH:11][c:12](-[n:15]2[c:16](=[O:30])[n:17]([CH2:28][CH3:29])[c:18]3[c:19]2[n:20][cH:21][c:22]([O:24][CH:25]([F:26])[F:27])[cH:23]3)[cH:13][cH:14]1. The reactants are CCn1c(=O)n(-c2ccc(OCc3ccccc3)cc2)c2ncc(OC(F)F)cc21, CO. Product: CCn1c(=O)n(-c2ccc(O)cc2)c2ncc(OC(F)F)cc21. Reactants: COCOc1ccc(OCc2ccccc2)c(C=O)c1, CCO, C1CCOC1, O. Yields the product COCOc1ccc(OCc2ccccc2)c(CO)c1. As a reaction SMILES: [CH2:1]([c:2]1[cH:3][cH:4][cH:5][cH:6][cH:7]1)[O:8][c:9]1[c:10]([CH:11]=[O:12])[cH:13][c:14]([O:17][CH2:18][O:19][CH3:20])[cH:15][cH:16]1.[CH3:21][CH2:22][OH:23].[O:24]1[CH2:25][CH2:26][CH2:27][CH2:28]1.[OH2:29]>>[CH2:1]([c:2]1[cH:3][cH:4][cH:5][cH:6][cH:7]1)[O:8][c:9]1[c:10]([CH2:11][OH:12])[cH:13][c:14]([O:17][CH2:18][O:19][CH3:20])[cH:15][cH:16]1. RXN SMILES: [CH3:1][S:2](=[O:3])(=[O:4])[C:5]([CH3:6])([CH3:7])[c:8]1[cH:9][c:10]2[cH:11][cH:12][cH:13][n:14][c:15]2[c:16](-[c:18]2[cH:19][c:20]([CH2:24][CH:25]([CH:26]=[O:27])[c:28]3[cH:29][cH:30][c:31]([S:34][CH3:35])[cH:32][cH:33]3)[cH:21][cH:22][cH:23]2)[cH:17]1.[CH3:49][CH2:50][O:51][C:52](=[O:53])[CH3:54].[Cl-:47].[Cl:36][Mg:37][c:38]1[cH:39][cH:40][cH:41][cH:42][cH:43]1.[Cl:44][CH2:45][Cl:46].[NH4+:48]>>[CH3:1][S:2](=[O:3])(=[O:4])[C:5]([CH3:6])([CH3:7])[c:8]1[cH:9][c:10]2[cH:11][cH:12][cH:13][n:14][c:15]2[c:16](-[c:18]2[cH:19][c:20]([CH2:24][CH:25]([CH:26]([OH:27])[c:38]3[cH:39][cH:40][cH:41][cH:42][cH:43]3)[c:28]3[cH:29][cH:30][c:31]([S:34][CH3:35])[cH:32][cH:33]3)[cH:21][cH:22][cH:23]2)[cH:17]1. The reactants are CSc1ccc(C(C=O)Cc2cccc(-c3cc(C(C)(C)S(C)(=O)=O)cc4cccnc34)c2)cc1, CCOC(C)=O, [Cl-], Cl[Mg]c1ccccc1, ClCCl, [NH4+]. Product: CSc1ccc(C(Cc2cccc(-c3cc(C(C)(C)S(C)(=O)=O)cc4cccnc34)c2)C(O)c2ccccc2)cc1.